This data is from the Open Reaction Database (ORD), a public repository of structured organic reaction records. The task is: describe an organic reaction: reactants, conditions, products, and yield The reactants are CS(=O)(=O)O (methanesulfonic acid), COC=1C=C(C=CC1OC)/C(/C#N)=C/C1=CC=NC=C1 ((Z)-2-(3,4-dimethoxy-phenyl)-3-pyridin-4-yl-acrylonitrile). Run at time 3 hour. Yields the product CS(=O)(=O)O.COC=1C=C(C=CC1OC)/C(/C#N)=C/C1=CC=NC=C1 ((Z)-2-(3,4-dimethoxy-phenyl)-3-pyridin-4-yl-acrylonitrile methanesulfonate). Yield: 97.0%. As a reaction SMILES: [CH3:1][S:2]([OH:5])(=[O:4])=[O:3].[CH3:6][O:7][C:8]1[CH:9]=[C:10](/[C:16](=[CH:19]/[C:20]2[CH:25]=[CH:24][N:23]=[CH:22][CH:21]=2)/[C:17]#[N:18])[CH:11]=[CH:12][C:13]=1[O:14][CH3:15]>>[CH3:1][S:2]([OH:5])(=[O:4])=[O:3].[CH3:6][O:7][C:8]1[CH:9]=[C:10](/[C:16](=[CH:19]/[C:20]2[CH:21]=[CH:22][N:23]=[CH:24][CH:25]=2)/[C:17]#[N:18])[CH:11]=[CH:12][C:13]=1[O:14][CH3:15] |f:2.3|. Procedure details: 0.1-mol/L Aqueous methanesulfonic acid solution (10.0 mL) was added to Compound 30 (266 mg), and purified water (10 mL) and acetonitrile (5 mL) were added to the mixture, to thereby dissolve the mixture. The solution was stirred in the dark at room temperature for 3 hours, and the solvent was evaporated to dryness. The residue was suspended in methanol, and the solvent was evaporated to dryness, followed by thoroughly drying, to thereby yield the target product (yield: 350 mg, 97%). Starting materials: OC1=C(C=C(C=C1)O)C(C)=O (2',5'-dihydroxyacetophenone), COC1=CC=C(C(=O)Cl)C=C1 (4-methoxybenzoyl chloride), BrCCCCCCCl (1-bromo-6-chlorohexane), OC1CCNCC1 (4-hydroxypiperidine). Yields the product OC1CCN(CC1)CCCCCCOC=1C=CC2=C(C(C=C(O2)C2=CC=C(C=C2)OC)=O)C1 (6-[6-(4-Hydroxypiperidinyl)hexoxy]-2-(4-methoxyphenyl)-4H-1-benzopyran-4-one). Reaction SMILES: [OH:1][C:2]1[CH:7]=[CH:6][C:5]([OH:8])=[CH:4][C:3]=1[C:9](=[O:11])[CH3:10].[CH3:12][O:13][C:14]1[CH:22]=[CH:21][C:17]([C:18](Cl)=O)=[CH:16][CH:15]=1.Br[CH2:24][CH2:25][CH2:26][CH2:27][CH2:28][CH2:29]Cl.[OH:31][CH:32]1[CH2:37][CH2:36][NH:35][CH2:34][CH2:33]1>>[OH:31][CH:32]1[CH2:37][CH2:36][N:35]([CH2:24][CH2:25][CH2:26][CH2:27][CH2:28][CH2:29][O:8][C:5]2[CH:6]=[CH:7][C:2]3[O:1][C:18]([C:17]4[CH:21]=[CH:22][C:14]([O:13][CH3:12])=[CH:15][CH:16]=4)=[CH:10][C:9](=[O:11])[C:3]=3[CH:4]=2)[CH2:34][CH2:33]1. Procedure: The compound was prepared by a method similar to Example 11 from 2',5'-dihydroxyacetophenone, 4-methoxybenzoyl chloride, 1-bromo-6-chlorohexane, and 4-hydroxypiperidine: mp 134°-135° C. Reactants: C=CCC1(S(=O)(=O)[O-])CC1, [K+], CN(C)C=O, O=S(Cl)Cl. The product is C=CCC1(S(=O)(=O)Cl)CC1. RXN SMILES: [CH2:1]([CH:2]=[CH2:3])[C:4]1([S:7](=[O:8])(=[O:9])[O-:10])[CH2:5][CH2:6]1.[K+:11].[O:16]=[CH:17][N:18]([CH3:19])[CH3:20].[S:12]([Cl:13])([Cl:14])=[O:15]>>[CH2:1]([CH:2]=[CH2:3])[C:4]1([S:7](=[O:8])(=[O:10])[Cl:14])[CH2:5][CH2:6]1. Reactants: BrB(Br)Br, CCOCc1nc2c(N)nc3ccccc3c2n1CC(C)(C)CS(C)(=O)=O, CO, ClCCl. The product is CC(C)(Cn1c(CO)nc2c(N)nc3ccccc3c21)CS(C)(=O)=O. RXN SMILES: [B:28]([Br:29])([Br:30])[Br:31].[CH3:1][C:2]([CH2:3][n:4]1[c:5]([CH2:18][O:19][CH2:20][CH3:21])[n:6][c:7]2[c:8]([NH2:17])[n:9][c:10]3[cH:11][cH:12][cH:13][cH:14][c:15]3[c:16]12)([CH2:22][S:23](=[O:24])(=[O:25])[CH3:26])[CH3:27].[CH3:32][OH:33].[Cl:34][CH2:35][Cl:36]>>[CH3:1][C:2]([CH2:3][n:4]1[c:5]([CH2:18][OH:19])[n:6][c:7]2[c:8]([NH2:17])[n:9][c:10]3[cH:11][cH:12][cH:13][cH:14][c:15]3[c:16]12)([CH2:22][S:23](=[O:24])(=[O:25])[CH3:26])[CH3:27]. The reactants are C1CNC[C@H]2CCC3=C([C@H]12)C=CC=C3 (trans-1,2,3,4,4a,5,6,10b-octahydrobenz[f]isoquinoline), BrCC1CC1 ((bromomethyl)cyclopropane). Solvent: ClCCl (dichloromethane). Run at time 24 hour. The product is C1(CC1)CN1C[C@H]2CCC3=C([C@@H]2CC1)C=CC=C3 (trans-3-Cyclopropylmethyl-1,2,3,4,4a,5,6,10b-octahydrobenz[f]isoquinoline). Yield: 62.0%. As a reaction SMILES: [CH2:1]1[C@@H:10]2[C@H:5]([CH2:6][CH2:7][C:8]3[CH:14]=[CH:13][CH:12]=[CH:11][C:9]=32)[CH2:4][NH:3][CH2:2]1.Br[CH2:16][CH:17]1[CH2:19][CH2:18]1>ClCCl>[CH:17]1([CH2:16][N:3]2[CH2:2][CH2:1][C@@H:10]3[C@H:5]([CH2:6][CH2:7][C:8]4[CH:14]=[CH:13][CH:12]=[CH:11][C:9]=43)[CH2:4]2)[CH2:19][CH2:18]1. Procedure details: To a solution of 0.200 g (1.07 mmol) of trans-1,2,3,4,4a,5,6,10b-octahydrobenz[f]isoquinoline in anhydrous dichloromethane (20 ml) was added 0.200 g (1.48 mmol) of (bromomethyl)cyclopropane and the reaction mixture was left to stand for 24 h. The solvent was removed in vacuo and the residue was chromatographed on flash silica, eluting with 10% methanol/dichloromethane to give 0.160 g (62%) of the title product as an oil. The hydrochloride salt was made using etheral hydrogen chloride. Upon evapo...